describe an organic reaction: reactants, conditions, products, and yield From a dataset of the Open Reaction Database (ORD), a public repository of structured organic reaction records. Starting materials: [Na] (sodium), NC(=O)N (urea), C(C)OC(=O)C1(N(CCC1)C=1C=NC(=CC1)OC1=CC=C(C=C1)C=1OC=C(N1)C1=CC=C(C=C1)C#N)C(=O)OCC (1-(6-{4-[4-(4-Cyano-phenyl)-oxazol-2-yl]-phenoxy}-pyridin-3-yl)-pyrrolidine-2,2-dicarboxylic acid diethyl ester). The solvent is C(C)O (ethanol). Conditions: temperature 80 celsius. Yields the product O=C1C2(CCCN2C=2C=CC(=NC2)OC2=CC=C(C=C2)C=2OC=C(N2)C2=CC=C(C#N)C=C2)C(NC(N1)=O)=O (4-(2-{4-[5-(6,8,10-Trioxo-1,7,9-triaza-spiro[4.5]dec-1-yl)-pyridin-2-yloxy]-phenyl}-oxazol-4-yl)-benzonitrile). Yield: 27.8%. As a reaction SMILES: [Na].[NH2:2][C:3]([NH2:5])=[O:4].C([O:8][C:9]([C:11]1([C:42](OCC)=[O:43])[CH2:15][CH2:14][CH2:13][N:12]1[C:16]1[CH:17]=[N:18][C:19]([O:22][C:23]2[CH:28]=[CH:27][C:26]([C:29]3[O:30][CH:31]=[C:32]([C:34]4[CH:39]=[CH:38][C:37]([C:40]#[N:41])=[CH:36][CH:35]=4)[N:33]=3)=[CH:25][CH:24]=2)=[CH:20][CH:21]=1)=O)C>C(O)C>[O:43]=[C:42]1[NH:5][C:3](=[O:4])[NH:2][C:9](=[O:8])[C:11]21[N:12]([C:16]1[CH:21]=[CH:20][C:19]([O:22][C:23]3[CH:28]=[CH:27][C:26]([C:29]4[O:30][CH:31]=[C:32]([C:34]5[CH:35]=[CH:36][C:37]([C:40]#[N:41])=[CH:38][CH:39]=5)[N:33]=4)=[CH:25][CH:24]=3)=[N:18][CH:17]=1)[CH2:13][CH2:14][CH2:15]2 |^1:0|. Procedure details: To a flame dried flask was added ethanol (6 mL) and freshly cut sodium metal (62.4 mg, 2.71 mmol). The solution was stirred until homogenous. Recrystallized urea (98 mg, 1.63 mmol) was added and the solution was stirred at room temperature for 5 minutes. 1-(6-{4-[4-(4-Cyano-phenyl)-oxazol-2-yl]-phenoxy}-pyridin-3-yl)-pyrrolidine-2,2-dicarboxylic acid diethyl ester (300 mg, 0.54 mmol) was added as a solid and the solution was heated to 80° C. for 30 minutes, then cooled to 50° C. and stirred for ... Reactants: ClC1=C(C=CC=C1Cl)CC#N (2-(2,3-dichlorophenyl)acetonitrile), ClCCN(C(OC(C)(C)C)=O)CCCl (tert-butyl bis(2-chloroethyl)carbamate), C([O-])([O-])=O (carbonate), CS(=O)C (DMSO). The solvent is C(C)(=O)OCC (ethyl acetate). Conditions: time 4 day. Yields the product C(#N)C1(CCN(CC1)C(=O)OC(C)(C)C)C1=C(C(=CC=C1)Cl)Cl (tert-butyl 4-cyano-4-(2,3-dichlorophenyl)piperidine-1-carboxylate), oil. Isolated yield 59.0%. RXN SMILES: [Cl:1][C:2]1[C:7]([Cl:8])=[CH:6][CH:5]=[CH:4][C:3]=1[CH2:9][C:10]#[N:11].Cl[CH2:13][CH2:14][N:15]([CH2:23][CH2:24]Cl)[C:16](=[O:22])[O:17][C:18]([CH3:21])([CH3:20])[CH3:19].C(=O)([O-])[O-].CS(C)=O>C(OCC)(=O)C>[C:10]([C:9]1([C:3]2[CH:4]=[CH:5][CH:6]=[C:7]([Cl:8])[C:2]=2[Cl:1])[CH2:24][CH2:23][N:15]([C:16]([O:17][C:18]([CH3:20])([CH3:19])[CH3:21])=[O:22])[CH2:14][CH2:13]1)#[N:11]. Procedure: 2-(2,3-dichlorophenyl)acetonitrile (2.49 g crude, est. 83% purity, 11 mmol), 2.70 g tert-butyl bis(2-chloroethyl)carbamate (J. Med. Chem. 1992, 35, 11, 2033-2039) (11 mmol), 19.5 g aesium carbonate (60 mmol) and 200 ml DMSO were combined in a round bottom flask and stirred at room temperature for 4 days. The reaction mixture was diluted with ethyl acetate and the organic layer washed with 1M aq. KHSO4 solution, and then saturated aq. NaHCO3 solution, then brine. The organic layer was dried over ... Starting materials: CC1=C(OC2=C1C(=C(C=C2)CC)O)C(=O)OCC (ethyl 3-methyl-4-hydroxy-5-ethylbenzofuran-2-carboxylate), ethyl acetate hexanes, C(C1=CC=CC=C1)Br (benzyl bromide). Product: C(C)OC(=O)C=1OC2=C(C1C)C(=C(C=C2)CC)OCC2=CC=CC=C2 (5-ethyl-4-benzyloxy-3-methylbenzofuran-2-carboxylic acid ethyl ester). The yield is 99.8%. Reaction SMILES: [CH3:1][C:2]1[C:6]2[C:7]([OH:13])=[C:8]([CH2:11][CH3:12])[CH:9]=[CH:10][C:5]=2[O:4][C:3]=1[C:14]([O:16][CH2:17][CH3:18])=[O:15].[CH2:19](Br)[C:20]1[CH:25]=[CH:24][CH:23]=[CH:22][CH:21]=1>>[CH2:17]([O:16][C:14]([C:3]1[O:4][C:5]2[CH:10]=[CH:9][C:8]([CH2:11][CH3:12])=[C:7]([O:13][CH2:19][C:20]3[CH:25]=[CH:24][CH:23]=[CH:22][CH:21]=3)[C:6]=2[C:2]=1[CH3:1])=[O:15])[CH3:18]. Procedure: According to the procedure of Example 86, Step 3, 0.250 g (1.01 mmol) of 3-methyl-4-hydroxy-5-ethylbenzofuran carboxylic acid ethyl ester (Example 86, Step 2) and 0.599 mL (5.04 mmol) of benzyl bromide gave 0.341 g of 5-ethyl-4-benzyloxy-3-methylbenzofuran-2-carboxylic acid ethyl ester after chromatography on silica gel eluting with ethyl acetate/hexanes (1:20). The reactants are ( 4 ), BrC=1C(=CC(=C(C(=O)O)C1)C)C (5-bromo-2,4-dimethylbenzoic acid), C1(=CC=CC=C1)C=1SC=CC1 (2-phenylthiophene). Yields the product BrC=1C(=CC(=C(C1)CC=1SC(=CC1)C1=CC=CC=C1)C)C (5-bromo-2,4-dimethyl-1-(5-phenyl-2-thienylmethyl)benzene). As a reaction SMILES: [Br:1][C:2]1[C:3]([CH3:12])=[CH:4][C:5]([CH3:11])=[C:6]([CH:10]=1)[C:7](O)=O.[C:13]1([C:19]2[S:20][CH:21]=[CH:22][CH:23]=2)[CH:18]=[CH:17][CH:16]=[CH:15][CH:14]=1>>[Br:1][C:2]1[C:3]([CH3:12])=[CH:4][C:5]([CH3:11])=[C:6]([CH2:7][C:21]2[S:20][C:19]([C:13]3[CH:14]=[CH:15][CH:16]=[CH:17][CH:18]=3)=[CH:23][CH:22]=2)[CH:10]=1. Procedure details: 2,4-dimethylbenzoic acid (20.0 g) was suspended in chloroform (100 ml), and thereto were added oxalyl chloride (6.8 ml) and N, N-dimethylformamide (2 drops). The mixture was stirred at room temperature overnight. The solvent was evaporated under reduced pressure, and the residue was dissolved in methanol (200 ml). The mixture was stirred at room temperature for 3 hours. The solvent was evaporated under reduced pressure, and the residue was dissolved in ethyl acetate. The mixture was washed succe... Reactants: C(C=C)OC(CN)=O (glycine allyl ester), CC(=O)C1=CC=C(C=C1)N=C=O (4-isocyanatoacetophenone), Cl.NO (hydroxylamine hydrochloride), C(OC)(OC)OC (trimethyl orthoformate). Run in C1CCOC1 (THF), C1CCOC1 (THF), N1=CC=CC=C1 (pyridine). Reaction conditions: time 3 hour. Product: ON=C(C)C1=CC=C(C=C1)NC(=O)NCC(=O)OCC=C (N-[4-(1-hydroxyiminoethyl)phenyl]-N'-allyloxycarbonylmethylurea). As a reaction SMILES: [CH2:1]([O:4][C:5](=[O:8])[CH2:6][NH2:7])[CH:2]=[CH2:3].[CH3:9][C:10]([C:12]1[CH:17]=[CH:16][C:15]([N:18]=[C:19]=[O:20])=[CH:14][CH:13]=1)=O.Cl.[NH2:22][OH:23].C(OC)(OC)OC>C1COCC1.N1C=CC=CC=1>[OH:23][N:22]=[C:10]([C:12]1[CH:17]=[CH:16][C:15]([NH:18][C:19]([NH:7][CH2:6][C:5]([O:4][CH2:1][CH:2]=[CH2:3])=[O:8])=[O:20])=[CH:14][CH:13]=1)[CH3:9] |f:2.3|. Procedure: A solution of 0.02 mol glycine allyl ester in 40 mL of THF is added dropwise to a solution of 0.02 mol of 4-isocyanatoacetophenone and 5 mL of pyridine in 40 mL of THF and the reaction mixture is stirred for 3 hours. The solvent is then removed by rotary evaporator. The residue is dispersed in 50 mL of CH3OH, and 0.022 mol of hydroxylamine hydrochloride and 0.06 mol of trimethyl orthoformate are added. The reaction mixture is heated to reflux for 1 hour. The solvent is removed by rotary evaporat... The reactants are C1CCOC1, CN1CCN(c2ccc(N)cc2)CC1, Cc1nn(C)c(C)c1C(=O)Nc1cccc(C(=O)c2ccc3c(c2)NC(=O)C3=CO)c1. Product: Cc1nn(C)c(C)c1C(=O)Nc1cccc(C(=O)c2ccc3c(c2)NC(=O)C3=CNc2ccc(N3CCN(C)CC3)cc2)c1. As a reaction SMILES: [CH2:46]1[O:47][CH2:48][CH2:49][CH2:50]1.[CH3:32][N:33]1[CH2:34][CH2:35][N:36]([c:39]2[cH:40][cH:41][c:42]([NH2:45])[cH:43][cH:44]2)[CH2:37][CH2:38]1.[OH:1][CH:2]=[C:3]1[C:4](=[O:31])[NH:5][c:6]2[cH:7][c:8]([C:12](=[O:13])[c:14]3[cH:15][c:16]([NH:20][C:21](=[O:22])[c:23]4[c:24]([CH3:30])[n:25][n:26]([CH3:29])[c:27]4[CH3:28])[cH:17][cH:18][cH:19]3)[cH:9][cH:10][c:11]21>>[CH:2](=[C:3]1[C:4](=[O:31])[NH:5][c:6]2[cH:7][c:8]([C:12](=[O:13])[c:14]3[cH:15][c:16]([NH:20][C:21](=[O:22])[c:23]4[c:24]([CH3:30])[n:25][n:26]([CH3:29])[c:27]4[CH3:28])[cH:17][cH:18][cH:19]3)[cH:9][cH:10][c:11]21)[NH:45][c:42]1[cH:41][cH:40][c:39]([N:36]2[CH2:35][CH2:34][N:33]([CH3:32])[CH2:38][CH2:37]2)[cH:44][cH:43]1. Starting materials: C1CCOC1, CCOC(=O)N1CCC(N=[N+]=[N-])C(OCC(=O)OC(C)(C)C)C1, O. Yields the product CCOC(=O)N1CCC(N)C(OCC(=O)OC(C)(C)C)C1. As a reaction SMILES: [CH2:25]1[O:26][CH2:27][CH2:28][CH2:29]1.[N:1](=[N+:2]=[N-:3])[CH:4]1[CH:5]([O:15][CH2:16][C:17](=[O:18])[O:19][C:20]([CH3:21])([CH3:22])[CH3:23])[CH2:6][N:7]([C:10](=[O:11])[O:12][CH2:13][CH3:14])[CH2:8][CH2:9]1.[OH2:24]>>[NH2:1][CH:4]1[CH:5]([O:15][CH2:16][C:17](=[O:18])[O:19][C:20]([CH3:21])([CH3:22])[CH3:23])[CH2:6][N:7]([C:10](=[O:11])[O:12][CH2:13][CH3:14])[CH2:8][CH2:9]1. Reported procedure: 3,7,11,15-Tetramethyl-2,4,6,10,14-hexadecapentaenoic acid and dimethylamine were reacted in the same manner as in Preparation Example 9 to obtain the desired product as pale yellow crystals. Product: CN(C(C=C(C=CC=C(CCC=C(CCC=C(C)C)C)C)C)=O)C (N,N-Dimethyl-3,7,11,15-tetramethyl-2,4,6,10,14-hexadecapentaenoamide). As a reaction SMILES: [CH3:1][C:2]([CH:7]=[CH:8][CH:9]=[C:10]([CH3:22])[CH2:11][CH2:12][CH:13]=[C:14]([CH3:21])[CH2:15][CH2:16][CH:17]=[C:18]([CH3:20])[CH3:19])=[CH:3][C:4](O)=[O:5].[CH3:23][NH:24][CH3:25]>>[CH3:23][N:24]([CH3:25])[C:4](=[O:5])[CH:3]=[C:2]([CH3:1])[CH:7]=[CH:8][CH:9]=[C:10]([CH3:22])[CH2:11][CH2:12][CH:13]=[C:14]([CH3:21])[CH2:15][CH2:16][CH:17]=[C:18]([CH3:20])[CH3:19]. The reactants are CC(=CC(=O)O)C=CC=C(CCC=C(CCC=C(C)C)C)C (3,7,11,15-Tetramethyl-2,4,6,10,14-hexadecapentaenoic acid), CNC (dimethylamine). The reactants are O (water), FC(C(C(F)(F)F)OCCl)(F)F (chloromethyl 2,2,2-trifluoro-1-(trifluoromethyl)ethyl ether), FC(C(C(F)(F)F)OCCl)(F)F (chloromethyl 2,2,2-trifluoro-1-(trifluoromethyl)ethyl ether), F (hydrogen fluoride), Teflon, C(C)(C)N(CC)C(C)C (diisopropylethylamine), FC(C(C(F)(F)F)OCCl)(F)F (chloromethyl 2,2,2-trifluoro-1-(trifluoromethyl)ethyl ether), glass, Teflon, C(C)(C)N(CC)C(C)C (diisopropylethylamine), FC(C(C(F)(F)F)OCCl)(F)F (chloromethyl 2,2,2-trifluoro-1-(trifluoromethyl)ethyl ether). Conditions: temperature 10 celsius. Product: C(OC(C(F)(F)F)C(F)(F)F)F (sevoflurane). Isolated yield 95.0%. Reaction SMILES: [FH:1].C(N(C(C)C)CC)(C)C.O.[F:12][C:13]([F:23])([F:22])[CH:14]([O:19][CH2:20]Cl)[C:15]([F:18])([F:17])[F:16]>>[CH2:20]([F:1])[O:19][CH:14]([C:15]([F:18])([F:17])[F:16])[C:13]([F:23])([F:22])[F:12]. Procedure: In an efficient fume hood, liquid hydrogen fluoride (85.1 g, 4.25 mol) was transferred into a 1 liter Teflon® reaction vessel chilled in a dry ice/acetone cold bath. The vessel was fitted with a dry ice condenser, thermocouple, and addition funnel and a portion of chloromethyl 2,2,2-trifluoro-1-(trifluoromethyl)ethyl ether (80.1 g) was added. A solution of diisopropylethylamine (249.0 g, 1.93 mol) in chloromethyl 2,2,2-trifluoro-1-(trifluoromethyl)ethyl ether (271.0 g) was slowly added while mai...